describe an organic reaction: reactants, conditions, products, and yield From a dataset of the Open Reaction Database (ORD), a public repository of structured organic reaction records. The reactants are COC(=O)c1cccc2c1CC(NC(=O)OC(C)(C)C)C2, CC(=O)O, Cl, C1COCCO1. RXN SMILES: [C:1]([O:2][C:3](=[O:4])[NH:8][CH:9]1[CH2:10][c:11]2[cH:12][cH:13][cH:14][c:15]([C:18](=[O:19])[O:20][CH3:21])[c:16]2[CH2:17]1)([CH3:5])([CH3:6])[CH3:7].[CH3:29][C:30](=[O:31])[OH:32].[ClH:28].[O:22]1[CH2:23][CH2:24][O:25][CH2:26][CH2:27]1>>[ClH:28].[NH2:8][CH:9]1[CH2:10][c:11]2[cH:12][cH:13][cH:14][c:15]([C:18](=[O:19])[O:20][CH3:21])[c:16]2[CH2:17]1. The product is Cl, COC(=O)c1cccc2c1CC(N)C2. The reactants are O (Water), IC (Iodomethane), BrC1=C(C=CC(=C1)OC(F)(F)F)O (2-bromo-4-(trifluoromethoxy)phenol), C([O-])([O-])=O.[K+].[K+] (potassium carbonate). The solvent is CCOCC (ether), CN(C=O)C (dimethylformamide). Run at time 15 hour. Product: BrC1=C(C=CC(=C1)OC(F)(F)F)OC (2-Bromo-1-methoxy-4-(trifluoromethoxy)benzene). RXN SMILES: IC.[Br:3][C:4]1[CH:9]=[C:8]([O:10][C:11]([F:14])([F:13])[F:12])[CH:7]=[CH:6][C:5]=1[OH:15].[C:16](=O)([O-])[O-].[K+].[K+].O>CN(C)C=O.CCOCC>[Br:3][C:4]1[CH:9]=[C:8]([O:10][C:11]([F:13])([F:14])[F:12])[CH:7]=[CH:6][C:5]=1[O:15][CH3:16] |f:2.3.4|. Reported procedure: Iodomethane (14.94 mL, 0.24 mol) was added to a solution of 2-bromo-4-(trifluoromethoxy)phenol (Description 15, 7.2 g) and potassium carbonate (11.6 g, 0.084 mol) in dimethylformamide (60 mL) and the mixture was stirred at room temperature for 15 h. Water (400 mL) and ether (200 mL) were added and the layers were separated. The organic fraction was washed with water (4×200 mL), saturated aqueous sodium hydrogen carbonate (2×200 mL) and brine (200 mL), dried (MgSO4) and the solvent was evaporated... Starting materials: C(C)OC(=O)C=1N=CC=2NC3=CC=CC=C3C2C1COC (4-methoxymethyl-beta-carboline-3-carboxylic-acid-ethylester), [Na] (sodium), P(=O)(O)(O)[O-].[Na+] (sodium dihydrogen phosphate). The solvent is CO (methanol). The product is COC(=O)C=1N=CC=2NC3=CC=CC=C3C2C1COC (4-methoxymethyl-beta-carboline-3-carboxylic-acid-methylester). Isolated yield 94.7%. RXN SMILES: [Na].[CH2:2]([O:4][C:5]([C:7]1[N:8]=[CH:9][C:10]2[NH:11][C:12]3[C:17]([C:18]=2[C:19]=1[CH2:20][O:21][CH3:22])=[CH:16][CH:15]=[CH:14][CH:13]=3)=[O:6])C.P([O-])(O)(O)=O.[Na+]>CO>[CH3:2][O:4][C:5]([C:7]1[N:8]=[CH:9][C:10]2[NH:11][C:12]3[C:17]([C:18]=2[C:19]=1[CH2:20][O:21][CH3:22])=[CH:16][CH:15]=[CH:14][CH:13]=3)=[O:6] |f:2.3,^1:0|. Procedure details: 30 mg of sodium is dissolved in 15 ml of absolute methanol. Then, 300 mg of 4-methoxymethyl-beta-carboline-3-carboxylic-acid-ethylester is added and the mixture is heated with reflux for 2 h. The cooled solution is poured into a sodium dihydrogen phosphate solution and extracted with ethyl acetate. Crystallization in hexane/methylene-chloride yields 270 mg of 4-methoxymethyl-beta-carboline-3-carboxylic-acid-methylester with a m.p. 134°-135° C.